From a dataset of the Open Reaction Database (ORD), a public repository of structured organic reaction records. describe an organic reaction: reactants, conditions, products, and yield The product is C(CCC)C1=NC2=CC=C(C=C2C(N1CC1=CC=C(C=C1)C1=C(C=CC=C1)C1=NN=NN1)=O)[C@@H]1C[C@@H]2N(CCCC2)O1 ((Cis)-2-Butyl-6-(hexahydro-2H-isoxazolo[2,3-a]pyridin-2-yl)-3-[[2'-(1H-tetrazol-5-yl)-[1,1'-biphenyl]-4-yl]methyl]-4(3H)-quinazolinone). Reported procedure: A solution of 0.148 g of (Cis)-2-butyl-6-(hexahydro-2H-isoxazolo[2,3-a]pyridin-2-yl)-3-[[2'-[1-(triphenylmethyl)-1H-tetrazol-5-yl][1,1'-biphenyl]-4yl]methyl]-4(3H)-quinazolinone in 5.0 ml of methanol and 1.0 ml of tetrahydrofuran is heated at reflux for 4 hours. The volatiles are evaporated in vacuo to a residue which is purified by column chromatography on silica gel by elution with 99:1 to 9:1 chloroform-methanol to give 0.065 g of the desired product as a solid. FAB mass spec 562 (M+H). The solvent is CO (methanol), O1CCCC1 (tetrahydrofuran). Isolated yield 62.9%. Reactants: C(CCC)C1=NC2=CC=C(C=C2C(N1CC1=CC=C(C=C1)C1=C(C=CC=C1)C1=NN=NN1C(C1=CC=CC=C1)(C1=CC=CC=C1)C1=CC=CC=C1)=O)[C@@H]1C[C@@H]2N(CCCC2)O1 ((Cis)-2-butyl-6-(hexahydro-2H-isoxazolo[2,3-a]pyridin-2-yl)-3-[[2'-[1-(triphenylmethyl)-1H-tetrazol-5-yl][1,1'-biphenyl]-4yl]methyl]-4(3H)-quinazolinone). As a reaction SMILES: [CH2:1]([C:5]1[N:14]([CH2:15][C:16]2[CH:21]=[CH:20][C:19]([C:22]3[CH:27]=[CH:26][CH:25]=[CH:24][C:23]=3[C:28]3[N:32](C(C4C=CC=CC=4)(C4C=CC=CC=4)C4C=CC=CC=4)[N:31]=[N:30][N:29]=3)=[CH:18][CH:17]=2)[C:13](=[O:52])[C:12]2[C:7](=[CH:8][CH:9]=[C:10]([C@H:53]3[O:61][N:56]4[CH2:57][CH2:58][CH2:59][CH2:60][C@@H:55]4[CH2:54]3)[CH:11]=2)[N:6]=1)[CH2:2][CH2:3][CH3:4]>CO.O1CCCC1>[CH2:1]([C:5]1[N:14]([CH2:15][C:16]2[CH:17]=[CH:18][C:19]([C:22]3[CH:27]=[CH:26][CH:25]=[CH:24][C:23]=3[C:28]3[NH:29][N:30]=[N:31][N:32]=3)=[CH:20][CH:21]=2)[C:13](=[O:52])[C:12]2[C:7](=[CH:8][CH:9]=[C:10]([C@H:53]3[O:61][N:56]4[CH2:57][CH2:58][CH2:59][CH2:60][C@@H:55]4[CH2:54]3)[CH:11]=2)[N:6]=1)[CH2:2][CH2:3][CH3:4]. Starting materials: ( 3 ), CC1=CC=C(C=C1)S(=O)(=O)OCC1OC2=CC(=CC=C2CC1)S(=O)(=O)C ([7-(methylsulfonyl)-3,4-dihydro-2H-chromen-2-yl]methyl 4-methylbenzenesulfonate), ( 6 ), N1CCCC1 (pyrrolidine), ( 4 ), ( 4 ). Solvent: C(C)#N (ACN). The product is CS(=O)(=O)C1=CC=C2CCC(OC2=C1)CN1CCCC1 (1-{[7-(METHYLSULFONYL)-3,4-DIHYDRO-2H-CHROMEN-2-YL]METHYL}PYRROLIDINE). Reaction SMILES: CC1C=CC(S(O[CH2:12][CH:13]2[CH2:22][CH2:21][C:20]3[C:15](=[CH:16][C:17]([S:23]([CH3:26])(=[O:25])=[O:24])=[CH:18][CH:19]=3)[O:14]2)(=O)=O)=CC=1.[NH:27]1[CH2:31][CH2:30][CH2:29][CH2:28]1>C(#N)C>[CH3:26][S:23]([C:17]1[CH:16]=[C:15]2[C:20]([CH2:21][CH2:22][CH:13]([CH2:12][N:27]3[CH2:31][CH2:30][CH2:29][CH2:28]3)[O:14]2)=[CH:19][CH:18]=1)(=[O:24])=[O:25]. Procedure: Preparation according to Example 25: [7-(methylsulfonyl)-3,4-dihydro-2H-chromen-2-yl]methyl 4-methylbenzenesulfonate (0.020 g, 0.0504 mmol), pyrrolidine (0.5 ml), ACN (3 ml). MS m/z (rel. intensity, 70 eV) 295 (M+, 2), 131 (4), 85 (6), 84 (bp), 77 (3), 55 (4).